From a dataset of the Open Reaction Database (ORD), a public repository of structured organic reaction records. describe an organic reaction: reactants, conditions, products, and yield The reactants are S(O)(O)(=O)=O (sulfuric acid), NC1=C(C(=O)C2=CC(=C(C=C2)OC)OC)C=C(C(=C1)OC)OC (2-amino-4,5,3',4'-tetramethoxybenzophenone), C(CC)OC(CC(=O)C)=O (propylacetoacetate). Run in C(C)(=O)O (acetic acid). The product is COC=1C=C(C=CC1OC)C1=C(C(=NC2=CC(=C(C=C12)OC)OC)C)C(=O)OCCC (propyl 4-(3,4-dimethoxyphenyl)-6,7-dimethoxy-2-methylquinoline-3-carboxylate). The yield is 79.0%. Reaction SMILES: S(=O)(=O)(O)O.[NH2:6][C:7]1[CH:24]=[C:23]([O:25][CH3:26])[C:22]([O:27][CH3:28])=[CH:21][C:8]=1[C:9]([C:11]1[CH:16]=[CH:15][C:14]([O:17][CH3:18])=[C:13]([O:19][CH3:20])[CH:12]=1)=O.[CH2:29]([O:32][C:33](=[O:38])[CH2:34][C:35]([CH3:37])=O)[CH2:30][CH3:31]>C(O)(=O)C>[CH3:20][O:19][C:13]1[CH:12]=[C:11]([C:9]2[C:8]3[C:7](=[CH:24][C:23]([O:25][CH3:26])=[C:22]([O:27][CH3:28])[CH:21]=3)[N:6]=[C:35]([CH3:37])[C:34]=2[C:33]([O:32][CH2:29][CH2:30][CH3:31])=[O:38])[CH:16]=[CH:15][C:14]=1[O:17][CH3:18]. Procedure: Conc. sulfuric acid was added to a mixture of 2-amino-4,5,3',4'-tetramethoxybenzophenone, propylacetoacetate and acetic acid. The mixture was treated according to the same manner as in Reference Example 1 to give propyl 4-(3,4-dimethoxyphenyl)-6,7-dimethoxy-2-methylquinoline-3-carboxylate (79%). This compound was recrystallized from ethyl acetateisopropyl ether. Colorless prisms, mp. 153°-155° C. As a reaction SMILES: [CH3:45][C:46]#[N:47].[CH3:48][CH2:49][O:50][C:51]([CH3:52])=[O:53].[N:38]([O:39][C:40]([CH3:41])([CH3:42])[CH3:43])=[O:44].[NH2:1][c:2]1[c:3]([O:11][c:12]2[c:13]([F:37])[c:14]([CH2:19][NH:20][C:21](=[O:22])[c:23]3[c:24]([Cl:36])[n:25][cH:26][n:27]3[CH2:28][O:29][CH2:30][CH2:31][Si:32]([CH3:33])([CH3:34])[CH3:35])[cH:15][cH:16][c:17]2[Cl:18])[cH:4][c:5]([C:9]#[N:10])[c:6]([F:8])[cH:7]1>>[cH:2]1[c:3]([O:11][c:12]2[c:13]([F:37])[c:14]([CH2:19][NH:20][C:21](=[O:22])[c:23]3[c:24]([Cl:36])[n:25][cH:26][n:27]3[CH2:28][O:29][CH2:30][CH2:31][Si:32]([CH3:33])([CH3:34])[CH3:35])[cH:15][cH:16][c:17]2[Cl:18])[cH:4][c:5]([C:9]#[N:10])[c:6]([F:8])[cH:7]1. Product: C[Si](C)(C)CCOCn1cnc(Cl)c1C(=O)NCc1ccc(Cl)c(Oc2ccc(F)c(C#N)c2)c1F. Starting materials: CC#N, CCOC(C)=O, CC(C)(C)ON=O, C[Si](C)(C)CCOCn1cnc(Cl)c1C(=O)NCc1ccc(Cl)c(Oc2cc(C#N)c(F)cc2N)c1F. Reactants: CCN(C(C)C)C(C)C (DIPEA), FC(C=1C=C(C=C(C1)C(F)(F)F)C1=NN(C=N1)\C=C/C(=O)O)(F)F ((Z)-3-(3-(3,5-bis(trifluoromethyl)phenyl)-1H-1,2,4-triazol-1-yl)acrylic acid), C(CC)P1(OP(OP(O1)(=O)CCC)(=O)CCC)=O (T3P), O1CCN(CC1)CC(=O)NN (2-morpholinoacetohydrazide). Run in C(Cl)Cl (CH2Cl2), CCOC(=O)C (EtOAc). Run at temperature -60 celsius, time 1 hour. Product: FC(C=1C=C(C=C(C1)C(F)(F)F)C1=NN(C=N1)\C=C/C(=O)NNC(CN1CCOCC1)=O)(F)F ((Z)-3-(3-(3,5-bis(trifluoromethyl)phenyl)-1H-1,2,4-triazol-1-yl)-N′-(2-morpholinoacetyl)acrylohydrazide). The yield is 14.3%. As a reaction SMILES: [F:1][C:2]([F:24])([F:23])[C:3]1[CH:4]=[C:5]([C:13]2[N:17]=[CH:16][N:15](/[CH:18]=[CH:19]\[C:20](O)=[O:21])[N:14]=2)[CH:6]=[C:7]([C:9]([F:12])([F:11])[F:10])[CH:8]=1.[O:25]1[CH2:30][CH2:29][N:28]([CH2:31][C:32]([NH:34][NH2:35])=[O:33])[CH2:27][CH2:26]1.C(P1(=O)OP(CCC)(=O)OP(CCC)(=O)O1)CC.CCN(C(C)C)C(C)C>C(Cl)Cl.CCOC(C)=O>[F:24][C:2]([F:1])([F:23])[C:3]1[CH:4]=[C:5]([C:13]2[N:17]=[CH:16][N:15](/[CH:18]=[CH:19]\[C:20]([NH:35][NH:34][C:32](=[O:33])[CH2:31][N:28]3[CH2:29][CH2:30][O:25][CH2:26][CH2:27]3)=[O:21])[N:14]=2)[CH:6]=[C:7]([C:9]([F:12])([F:10])[F:11])[CH:8]=1. Reported procedure: In a 50 mL, 3-neck round-bottom flask, (Z)-3-(3-(3,5-bis(trifluoromethyl)phenyl)-1H-1,2,4-triazol-1-yl)acrylic acid (Example 1, Step 4; 0.5 g, 1.0 eq.) was dissolved in CH2Cl2:EtOAc (20 mL, 2:1) and cooled to −60° C. where 2-morpholinoacetohydrazide (0.23 g, 1.0 eq.) was introduced dropwise. T3P (50% in EtOAc) (1.27 mL, 1.5 eq.) was added dropwise followed by DIPEA (0.96 mL, 2 eq.) and the reaction mixture was stirred for 1 h at −60° C. The reaction mixture was concentrated under reduced pressur... Starting materials: Cl (hydrochloric acid), S(=O)(=O)(O)OCC(C)(C)N (2-amino-2-methylpropyl hydrogensulfate), C1(=CC=CC=C1)S (thiophenol), [OH-].[Na+] (sodium hydroxide). The solvent is O (water). Yields the product CC(CSC1=CC=CC=C1)(C)N (2-methyl-1-phenylthio-2-propylamine). Yield: 57.4%. Reaction SMILES: [OH-].[Na+].S(O[CH2:8][C:9]([NH2:12])([CH3:11])[CH3:10])(O)(=O)=O.[C:13]1([SH:19])[CH:18]=[CH:17][CH:16]=[CH:15][CH:14]=1.Cl>O>[CH3:10][C:9]([NH2:12])([CH3:11])[CH2:8][S:19][C:13]1[CH:18]=[CH:17][CH:16]=[CH:15][CH:14]=1 |f:0.1|. Procedure details: In 5 ml of water was dissolved 0.20 g (5 mmol) of sodium hydroxide, followed by adding thereto 0.85 g (5 mmol) of 2-amino-2-methylpropyl hydrogensulfate and 0.66 g (6 mmol) of thiophenol, and the resulting mixture was stirred at 80° C. for 8 hours. After completion of the reaction, the reaction mixture was cooled to room temperature and acidified with 6N hydrochloric acid. The aqueous layer was washed with ethyl acetate and made basic with an aqueous sodium hydroxide solution, and the desired co...